Dataset: the Open Reaction Database (ORD), a public repository of structured organic reaction records. Task: describe an organic reaction: reactants, conditions, products, and yield Starting materials: C1(=CC=CC=C1)C1=NN(C=C1C1=CC=CC=C1)CC(=O)OCC (ethyl 3,4-diphenyl-1H-pyrazole-1-acetate), C(C)N(CC)CCN (diethylaminoethylamine), C(C)(C)N(CC)C(C)C (diisopropylethylamine). Run in CCOCC (ether). Conditions: time 18 hour. Product: C(C)N(CCNC(CN1N=C(C(=C1)C1=CC=CC=C1)C1=CC=CC=C1)=O)CC (N-[2-(diethylamino)ethyl]-3,4-diphenyl-1H-pyrazole-1-acetamide). Yield: 55.2%. RXN SMILES: [C:1]1([C:7]2[C:11]([C:12]3[CH:17]=[CH:16][CH:15]=[CH:14][CH:13]=3)=[CH:10][N:9]([CH2:18][C:19]([O:21]CC)=O)[N:8]=2)[CH:6]=[CH:5][CH:4]=[CH:3][CH:2]=1.[CH2:24]([N:26]([CH2:29][CH2:30][NH2:31])[CH2:27][CH3:28])[CH3:25].C(N(C(C)C)CC)(C)C>CCOCC>[CH2:24]([N:26]([CH2:27][CH3:28])[CH2:29][CH2:30][NH:31][C:19](=[O:21])[CH2:18][N:9]1[CH:10]=[C:11]([C:12]2[CH:17]=[CH:16][CH:15]=[CH:14][CH:13]=2)[C:7]([C:1]2[CH:6]=[CH:5][CH:4]=[CH:3][CH:2]=2)=[N:8]1)[CH3:25]. Procedure details: A mixture of 10 g (0.033 mol) of ethyl 3,4-diphenyl-1H-pyrazole-1-acetate, 6.9 mL (0.049 mol) of diethylaminoethylamine and 39 mL of diisopropylethylamine was stirred on a steam bath under nitrogen for 18 hours. The reaction was stripped, the residue taken up in about 300 mL of ether and washed twice with water. The ether layer was extracted twice with a total of 150 mL of cold water containing 20 mL of 10% HCl. The combined water extracts were washed once with ether, cooled, made basic with sol... Starting materials: FC=1C=C2C=CN=CC2=CC1 (6-fluoroisoquinoline), C1=CC(=CC(=C1)Cl)C(=O)OO (MCPBA). Solvent: C(Cl)Cl (CH2Cl2). Conditions: time 16 hour. Yields the product FC=1C=C2C=C[N+](=CC2=CC1)[O-] (6-fluoro-isoquinoline N-oxide). Yield: 100.0%. RXN SMILES: [F:1][C:2]1[CH:3]=[C:4]2[C:9](=[CH:10][CH:11]=1)[CH:8]=[N:7][CH:6]=[CH:5]2.C1C=C(Cl)C=C(C(OO)=[O:20])C=1>C(Cl)Cl>[F:1][C:2]1[CH:3]=[C:4]2[C:9](=[CH:10][CH:11]=1)[CH:8]=[N+:7]([O-:20])[CH:6]=[CH:5]2. Procedure: To a solution of 6-fluoroisoquinoline (2.64 g, 17.9 mmol) in CH2Cl2 (70 mL) cooled at 0° C., MCPBA is added (3.4 g, 19.69 mmol). The reaction mixture is stirred at RT for 16 h. After 1 h of stirring, a yellow white precipitate forms. The solvent is evaporated under reduced pressure. To the yellow solid is added CH2Cl2 (5 mL), and the solid is isolated by vacuum filtration. Rinsing the solid with CH2Cl2 yields a white solid, which is dried under vacuum to afford 3 g (100%) of 6-fluoro-isoquinolin... The reactants are O=C([O-])[O-], CN(C)C=O, BrC1CCCC1, COc1cc2nccc(Oc3cc(Cl)cnc3O)c2cc1OC, [K+], [K+], O. Product: COc1cc2nccc(Oc3cc(Cl)cnc3OC3CCCC3)c2cc1OC. As a reaction SMILES: [C:30](=[O:31])([O-:32])[O-:33].[CH3:37][N:38]([CH3:39])[CH:40]=[O:41].[CH:24]1([Br:29])[CH2:25][CH2:26][CH2:27][CH2:28]1.[Cl:1][c:2]1[cH:3][c:4]([O:9][c:10]2[cH:11][cH:12][n:13][c:14]3[cH:15][c:16]([O:22][CH3:23])[c:17]([O:20][CH3:21])[cH:18][c:19]23)[c:5]([OH:8])[n:6][cH:7]1.[K+:34].[K+:35].[OH2:36]>>[Cl:1][c:2]1[cH:3][c:4]([O:9][c:10]2[cH:11][cH:12][n:13][c:14]3[cH:15][c:16]([O:22][CH3:23])[c:17]([O:20][CH3:21])[cH:18][c:19]23)[c:5]([O:8][CH:24]2[CH2:25][CH2:26][CH2:27][CH2:28]2)[n:6][cH:7]1. The reagents and catalysts are [Pd] (palladium on carbon). Starting materials: C(C1=CC=CC=C1)N1C(=NC2=C1C(=CC=C2OC)OC)N (1-Benzyl-2-amino-4,7-dimethoxybenzimidazole). The product is NC=1NC2=C(N1)C(=CC=C2OC)OC (2-amino-4,7-dimethoxybenzimidazole). Procedure details: 1-Benzyl-2-amino-4,7-dimethoxybenzimidazole (17.85 g, 0.06 mole) is hydrogenated in the presence of palladium on carbon catalyst (10%) at 50 psi for about twelve hours. After filtration the methanol is removed in vacuo and the residue dissolved in boiling water and treated with decolorizing charcoal. The suspension is filtered into 1N NaOH, giving a white precipitate of 2-amino-4,7-dimethoxybenzimidazole. The amorphous white powder melts at 251°-253° C. As a reaction SMILES: C([N:8]1[C:12]2[C:13]([O:19][CH3:20])=[CH:14][CH:15]=[C:16]([O:17][CH3:18])[C:11]=2[N:10]=[C:9]1[NH2:21])C1C=CC=CC=1>[Pd]>[NH2:21][C:9]1[NH:10][C:11]2[C:16]([O:17][CH3:18])=[CH:15][CH:14]=[C:13]([O:19][CH3:20])[C:12]=2[N:8]=1.